This data is from the Open Reaction Database (ORD), a public repository of structured organic reaction records. The task is: describe an organic reaction: reactants, conditions, products, and yield Reactants: CC1=C(C=CC=C1)NC=1OC2=C(N1)C=C(C=C2)CC(=O)OC (Methyl 2-(2-methylphenylamino)-5-benzoxazolylacetate), [OH-].[Na+] (NaOH). Solvent: C1CCOC1 (THF). Product: CC1=C(C=CC=C1)NC=1OC2=C(N1)C=C(C=C2)CC(=O)O (2-(2-methylphenylamino)-5-benzoxazolylacetic acid). Yield: 88.0%. Reaction SMILES: [CH3:1][C:2]1[CH:7]=[CH:6][CH:5]=[CH:4][C:3]=1[NH:8][C:9]1[O:10][C:11]2[CH:17]=[CH:16][C:15]([CH2:18][C:19]([O:21]C)=[O:20])=[CH:14][C:12]=2[N:13]=1.[OH-].[Na+]>C1COCC1>[CH3:1][C:2]1[CH:7]=[CH:6][CH:5]=[CH:4][C:3]=1[NH:8][C:9]1[O:10][C:11]2[CH:17]=[CH:16][C:15]([CH2:18][C:19]([OH:21])=[O:20])=[CH:14][C:12]=2[N:13]=1 |f:1.2|. Procedure details: Methyl 2-(2-methylphenylamino)-5-benzoxazolylacetate (2.32 g, 7.86 mmol) was dissolved in THF (40 ml). After addition of 0.25N NaOH (40 ml) under stirring at room temperature, the mixture was stirred for 15 hours. The residue, which had been obtained by distilling the reaction mixture under reduced pressure to remove the solvent, was acidified with 1N HCl. The crystals thus obtained were collected by filtration under reduced pressure, washed with water, dried under reduced pressure, whereby the ... The reactants are CO, ClCCl, COC(=O)c1scc(-c2ccccc2)c1-c1ccc(SC)c(F)c1. Yields the product COC(=O)c1scc(-c2ccccc2)c1-c1ccc(S(C)=O)c(F)c1. RXN SMILES: [CH3:25][OH:26].[Cl:27][CH2:28][Cl:29].[F:1][c:2]1[cH:3][c:4](-[c:10]2[c:11]([C:21](=[O:22])[O:23][CH3:24])[s:12][cH:13][c:14]2-[c:15]2[cH:16][cH:17][cH:18][cH:19][cH:20]2)[cH:5][cH:6][c:7]1[S:8][CH3:9]>>[F:1][c:2]1[cH:3][c:4](-[c:10]2[c:11]([C:21](=[O:22])[O:23][CH3:24])[s:12][cH:13][c:14]2-[c:15]2[cH:16][cH:17][cH:18][cH:19][cH:20]2)[cH:5][cH:6][c:7]1[S:8]([CH3:9])=[O:26].